This data is from the Open Reaction Database (ORD), a public repository of structured organic reaction records. The task is: describe an organic reaction: reactants, conditions, products, and yield Starting materials: O=C(Nc1nc2cccc(Br)n2n1)c1ccccc1, COc1cccc(CC(=O)Cl)c1, Nc1nc2cccc(OC3CCCCC3)n2n1. Reaction SMILES: [Br:1][c:2]1[n:3]2[n:4][c:5]([NH:6][C:7](=[O:8])[c:9]3[cH:10][cH:11][cH:12][cH:13][cH:14]3)[n:15][c:16]2[cH:17][cH:18][cH:19]1.[CH3:37][O:38][c:39]1[cH:40][c:41]([CH2:45][C:46](=[O:47])[Cl:48])[cH:42][cH:43][cH:44]1.[CH:20]1([O:26][c:27]2[cH:28][cH:29][cH:30][c:31]3[n:32]2[n:33][c:34]([NH2:36])[n:35]3)[CH2:21][CH2:22][CH2:23][CH2:24][CH2:25]1>>[CH:20]1([O:26][c:27]2[cH:28][cH:29][cH:30][c:31]3[n:32]2[n:33][c:34]([NH:36][C:46]([CH2:45][c:41]2[cH:40][c:39]([O:38][CH3:37])[cH:44][cH:43][cH:42]2)=[O:47])[n:35]3)[CH2:21][CH2:22][CH2:23][CH2:24][CH2:25]1. Product: COc1cccc(CC(=O)Nc2nc3cccc(OC4CCCCC4)n3n2)c1. The reactants are C(C)(C)NC(C)C (diisopropylamine), C(CCC)[Li] (n-butyllithium), solution, C(C1=CC(=CC=C1)OC)=O (3-anisaldehyde), diols, [Si](C)(C)(C(C)(C)C)OCC1=CC=NC=C1 (4-pyridylcarbinol t-butyldimethylsilyl ether), C(O)([O-])=O.[Na+] (sodium hydrogen carbonate). The solvent is O1CCCC1 (tetrahydrofuran), O1CCCC1 (tetrahydrofuran), O1CCCC1 (tetrahydrofuran), O1CCCC1 (tetrahydrofuran). Reaction conditions: temperature -20 celsius. Product: COC=1C=C(C=CC1)C(C(O)C1=CC=NC=C1)O (1-(3-Methoxyphenyl)-2-pyridin-4-ylethane-1,2-diol). As a reaction SMILES: C(NC(C)C)(C)C.C([Li])CCC.[Si]([O:20][CH2:21][C:22]1[CH:27]=[CH:26][N:25]=[CH:24][CH:23]=1)(C(C)(C)C)(C)C.[CH:28](=[O:37])[C:29]1[CH:34]=[CH:33][CH:32]=[C:31]([O:35][CH3:36])[CH:30]=1.C(=O)([O-])O.[Na+]>O1CCCC1>[CH3:36][O:35][C:31]1[CH:30]=[C:29]([CH:28]([OH:37])[CH:21]([C:22]2[CH:23]=[CH:24][N:25]=[CH:26][CH:27]=2)[OH:20])[CH:34]=[CH:33][CH:32]=1 |f:4.5|. Reported procedure: To a stirring solution of diisopropylamine (4.5 g, 5.8 mL, 44 mmol) in tetrahydrofuran (170 mL) at -78° C. was added n-butyllithium (17.7 mL of a 2.5M solution in tetrahydrofuran) dropwise. After ten minutes, a solution of 4-pyridylcarbinol t-butyldimethylsilyl ether (9.0 g, 40 mmol) in tetrahydrofuran (35 mL) was added dropwise, and the temperature allowed to rise to -15° C. The solution was recooled to -78° C. and to it was added a solution of 3-anisaldehyde (5.5 g, 4.9 mL, 40 mmol) in tetrahy... Starting materials: C1C(CC2CCCCCC12)N1CCC2(C(CCN2C2=CC=CC=C2)O)CC1 (8-(decahydro-azulen-2-yl)-1-phenyl-1,8-diaza-spiro[4.5]decan-4-ol), C(\C=C\C(=O)[O-])(=O)[O-] (fumarate), C(\C=C\C(=O)O)(=O)O (fumaric acid). The solvent is C(C)OCC (diethyl ether). The product is C(\C=C\C(=O)O)(=O)O.C1C(CC2CCCCCC12)N1CCC2(C(CCN2C2=CC=CC=C2)=O)CC1 (8-(Decahydro-azulen-2-yl)-1-phenyl-1,8-diaza-spiro[4.5]decan-4-one fumarate). RXN SMILES: [CH2:1]1[CH:10]2[CH:4]([CH2:5][CH2:6][CH2:7][CH2:8][CH2:9]2)[CH2:3][CH:2]1[N:11]1[CH2:27][CH2:26][C:14]2([N:18]([C:19]3[CH:24]=[CH:23][CH:22]=[CH:21][CH:20]=3)[CH2:17][CH2:16][CH:15]2[OH:25])[CH2:13][CH2:12]1.[C:28]([O-:35])(=[O:34])/[CH:29]=[CH:30]/[C:31]([O-:33])=[O:32].C(O)(=O)/C=C/C(O)=O>C(OCC)C>[C:28]([OH:35])(=[O:34])/[CH:29]=[CH:30]/[C:31]([OH:33])=[O:32].[CH2:1]1[CH:10]2[CH:4]([CH2:5][CH2:6][CH2:7][CH2:8][CH2:9]2)[CH2:3][CH:2]1[N:11]1[CH2:27][CH2:26][C:14]2([N:18]([C:19]3[CH:24]=[CH:23][CH:22]=[CH:21][CH:20]=3)[CH2:17][CH2:16][C:15]2=[O:25])[CH2:13][CH2:12]1 |f:4.5|. Procedure details: Oxidation of 8-(decahydro-azulen-2-yl)-1-phenyl-1,8-diaza-spiro[4.5]decan-4-ol (mixture of diastereoisomers) according to the general method of example 20 and formation of the fumarate with fumaric acid in diethyl ether yielded the title compound, pale brown solid, m.p. 219° C. and MS: m/e=367.3 (M+H+). Starting materials: OC1CCNCC1 (4-hydroxypiperidine), BrC=1C=C(CBr)C=CC1 (3-bromobenzyl bromide). The solvent is CN(C=O)C (dimethylformamide). Run at time 2 hour. The product is BrC=1C=C(CN2CCC(CC2)O)C=CC1 (1-(3-bromo-benzyl)-piperidin-4-ol). The yield is 96.2%. As a reaction SMILES: [OH:1][CH:2]1[CH2:7][CH2:6][NH:5][CH2:4][CH2:3]1.[Br:8][C:9]1[CH:10]=[C:11]([CH:14]=[CH:15][CH:16]=1)[CH2:12]Br>CN(C)C=O>[Br:8][C:9]1[CH:10]=[C:11]([CH:14]=[CH:15][CH:16]=1)[CH2:12][N:5]1[CH2:6][CH2:7][CH:2]([OH:1])[CH2:3][CH2:4]1. Reported procedure: 0.202 g (0.002 mol) of 4-hydroxypiperidine and 0.55 g (0.0022 mol) of 3-bromobenzyl bromide were dissolved in 5 ml of dimethylformamide and stirred at room temperature for 2 hrs. The solvent was distilled off and the residue was taken up in dichloromethane and washed with saturated bicarbonate solution and sodium chloride solution. The organic phase was dried over sodium sulfate and concentrated. 0.52 g (96%) 1-(3-bromo-benzyl)-piperidin-4-ol was obtained as a brown oil. MS: me/e (% basic peak)=... Reactants: [H-].[H-].[H-].[H-].[Li+].[Al+3] (LAH), C[C@H]1N([C@@H](CC1)C)CC1=C(C=CC(=C1)C(=O)OC)C1=C(C=CC(=C1)OC)F (Methyl 2-(((2R,5R)-2,5-dimethyl-1-pyrrolidinyl)methyl)-2′-fluoro-5′-(methyloxy)-1,1′-biphenyl-4-carboxylate). Solvent: C1CCOC1 (THF), [Cl-].[Na+].O (brine). Conditions: time 33 minute. The product is C[C@H]1N([C@@H](CC1)C)CC1=C(C=CC(=C1)CO)C1=C(C=CC(=C1)OC)F ((2-(((2R,5R)-2,5-Dimethyl-1-pyrrolidinyl)methyl)-2′-fluoro-5′-(methyloxy)-1,1′-biphenyl-4-yl)methanol). The yield is 98.2%. RXN SMILES: [H-].[H-].[H-].[H-].[Li+].[Al+3].[CH3:7][C@@H:8]1[CH2:12][CH2:11][C@@H:10]([CH3:13])[N:9]1[CH2:14][C:15]1[CH:20]=[C:19]([C:21](OC)=[O:22])[CH:18]=[CH:17][C:16]=1[C:25]1[CH:30]=[C:29]([O:31][CH3:32])[CH:28]=[CH:27][C:26]=1[F:33]>C1COCC1.[Cl-].[Na+].O>[CH3:7][C@@H:8]1[CH2:12][CH2:11][C@@H:10]([CH3:13])[N:9]1[CH2:14][C:15]1[CH:20]=[C:19]([CH2:21][OH:22])[CH:18]=[CH:17][C:16]=1[C:25]1[CH:30]=[C:29]([O:31][CH3:32])[CH:28]=[CH:27][C:26]=1[F:33] |f:0.1.2.3.4.5,8.9.10|. Reported procedure: LAH (1.0 M solution in THF) (0.086 mL, 0.086 mmol) was added slowly to a solution of 66.71A (0.032 g, 0.086 mmol) in THF (1.5 mL) and the mixture was stirred at room temperature for 33 minutes. The mixture was poured into brine (2 mL) and extracted with EtOAc (3×30 mL). The combined organic phase was dried over anhydrous sodium sulfate and filtered. After removing solvent, 66.71B (29 mg) was obtained. The reactants are C1(=CC=CC=C1)S (benzenethiol), C([O-])([O-])=O.[K+].[K+] (potassium carbonate), CC1=C(C=CC=2OCC3=C(C(C21)Cl)C=CC=C3)C(=O)O (methyl 6,11-dihydro-11-chlorodibenz[b,e]oxepin-2-carboxylic acid). The solvent is O (water), CN(C=O)C (dimethylformamide). Run at time 10 minute. Yields the product C1(=CC=CC=C1)SC1C2=C(OCC3=C1C=CC=C3)C=CC(=C2)C(=O)OC (Methyl 6,11-Dihydro-11-phenylthiodibenz[b,e]oxepin-2-carboxylate). RXN SMILES: [C:1]1([SH:7])[CH:6]=[CH:5][CH:4]=[CH:3][CH:2]=1.[C:8](=O)([O-])[O-].[K+].[K+].C[C:15]1[C:25]2[CH:24](Cl)[C:23]3[CH:27]=[CH:28][CH:29]=[CH:30][C:22]=3[CH2:21][O:20][C:19]=2[CH:18]=[CH:17][C:16]=1[C:31]([OH:33])=[O:32]>CN(C)C=O.O>[C:1]1([S:7][CH:24]2[C:23]3[CH:27]=[CH:28][CH:29]=[CH:30][C:22]=3[CH2:21][O:20][C:19]3[CH:18]=[CH:17][C:16]([C:31]([O:33][CH3:8])=[O:32])=[CH:15][C:25]2=3)[CH:6]=[CH:5][CH:4]=[CH:3][CH:2]=1 |f:1.2.3|. Procedure details: Add 0.12 ml of benzenethiol to a 70° C. suspension of 0.5 gm of potassium carbonate in 5 ml of dimethylformamide. Stir under a nitrogen atmosphere for 10 minutes. Add 0.27 gm of methyl 6,11-dihydro-11-chlorodibenz[b,e]oxepin-2-carboxylic acid and stir for 15 minutes. Dilute with water and extract with ether. Wash the extract with 5% aqueous potassium hydroxide and with saturated aqueous sodium chloride solution. Dry over anhydrous sodium sulfate and concentrate to dryness to obtain the title pro... The reactants are R,R′-atracurium besylate, ice, CC(=O)C (acetone), O1CCCC1 (Tetrahydrofuran), HClO4. The yield is 44.5%. Procedure: R,R′-atracurium besylate mixture (100 mg, isomer ratio −58:36:6) was placed in a vial. 7 mL of THF followed by 0.35 mL of acetone were added to the solid. The mixture was stirred in an ice bath and HClO4 (70% in water, 8 μL, 1.1 eq.) was added and the solution was stirred for 5 hours in the ice bath, during which time a white solid was formed. The slurry was separated through a Buchner funnel to afford 25.8 mg (44.5% yield from the cis isomer) of a white solid (83.5:15.5:1 isomer ratio), melting... The product is C1CCOC1.CC(=O)C (THF Acetone). RXN SMILES: [O:1]1[CH2:5][CH2:4][CH2:3][CH2:2]1.[CH3:6][C:7]([CH3:9])=[O:8]>>[CH2:4]1[CH2:5][O:1][CH2:2][CH2:3]1.[CH3:6][C:7]([CH3:9])=[O:8] |f:2.3|.